From a dataset of the Open Reaction Database (ORD), a public repository of structured organic reaction records. describe an organic reaction: reactants, conditions, products, and yield The reactants are [OH-].[Na+] (sodium hydroxide), Cl.C(C1=CC=CC=C1)(=N)N (Benzamidine hydrochloride), CC(C(C)=O)=O (2,3-butanedione), [OH-].[Na+] (sodium hydroxide), C([O-])(O)=O.[K+] (potassium bicarbonate). Run in O (water), O (water). Conditions: time 2 hour. Yields the product CC1=C(N=C(N1)C1=CC=CC=C1)CO (5-Methyl-2-phenyl-4-imidazolemethanol). Reaction SMILES: Cl.[C:2]([NH2:10])(=[NH:9])[C:3]1[CH:8]=[CH:7][CH:6]=[CH:5][CH:4]=1.[CH3:11][C:12](=O)[C:13](=[O:15])C.[OH-].[Na+].[C:19](=O)(O)[O-].[K+]>O>[CH3:19][C:11]1[NH:10][C:2]([C:3]2[CH:8]=[CH:7][CH:6]=[CH:5][CH:4]=2)=[N:9][C:12]=1[CH2:13][OH:15] |f:0.1,3.4,5.6|. Reported procedure: Benzamidine hydrochloride (100 g) is dissolved in a minimum of water (350 ml) at room temperature. Freshly distilled 2,3-butanedione (67 g) is added giving a yellow solution. Adjusting the pH to 6-7 with 2N sodium hydroxide gives a solid which is allowed to stand at 0° C for 2 hours, collected, pressed dry and then washed with acetone (100 ml). This material is heated with stirring on a steam bath with concentrated hydrochloric acid (855 ml) and water (2437 ml) for 4 hours giving a solution. Coo... The reactants are S(N)(=O)(=O)Cl (sulfamoyl chloride), COC=1C=C2C=CC(=CC2=CC1)C(CO)C (2-(6-methoxy-2-naphthyl)propanol). Product: S(N)(=O)(=O)OCC(C)C1=CC2=CC=C(C=C2C=C1)OC (2-(6-Methoxy-2-naphthyl)propanol sulfamate). The yield is 21.0%. As a reaction SMILES: [S:1](Cl)(=[O:4])(=[O:3])[NH2:2].[CH3:6][O:7][C:8]1[CH:9]=[C:10]2[C:15](=[CH:16][CH:17]=1)[CH:14]=[C:13]([CH:18]([CH3:21])[CH2:19][OH:20])[CH:12]=[CH:11]2>>[S:1]([O:20][CH2:19][CH:18]([C:13]1[CH:12]=[CH:11][C:10]2[C:15](=[CH:16][CH:17]=[C:8]([O:7][CH3:6])[CH:9]=2)[CH:14]=1)[CH3:21])(=[O:4])(=[O:3])[NH2:2]. Reported procedure: The title compound was prepared by the procedure of Example 33 from sulfamoyl chloride and 2-(6-methoxy-2-naphthyl)propanol as white solid, mp 112°-115° C., in 21% yield.